From a dataset of the Open Reaction Database (ORD), a public repository of structured organic reaction records. describe an organic reaction: reactants, conditions, products, and yield The reactants are N1(CCCC1)C(C#N)C1=CC(=CC=C1)OC1=CC=CC=C1 (α-(1-pyrrolidinyl)-3-phenoxybenzeneacetonitrile), S(=O)(=O)(OC)OC (dimethyl sulfate), COS(=O)(=O)[O-] (CH3SO4). Yields the product COS(=O)(=O)[O-].C(#N)C(C1=CC(=CC=C1)OC1=CC=CC=C1)[N+]1(CCCC1)C (N-(α-Cyano-3-phenoxybenzyl)-N-methylpyrrolidinium methylsulfate). As a reaction SMILES: [N:1]1([CH:6]([C:9]2[CH:14]=[CH:13][CH:12]=[C:11]([O:15][C:16]3[CH:21]=[CH:20][CH:19]=[CH:18][CH:17]=3)[CH:10]=2)[C:7]#[N:8])[CH2:5][CH2:4][CH2:3][CH2:2]1.[S:22]([O:27]C)([O:25][CH3:26])(=[O:24])=[O:23].[CH3:29]OS([O-])(=O)=O>>[CH3:26][O:25][S:22]([O-:27])(=[O:24])=[O:23].[C:7]([CH:6]([N+:1]1([CH3:29])[CH2:5][CH2:4][CH2:3][CH2:2]1)[C:9]1[CH:14]=[CH:13][CH:12]=[C:11]([O:15][C:16]2[CH:21]=[CH:20][CH:19]=[CH:18][CH:17]=2)[CH:10]=1)#[N:8] |f:3.4|. Procedure: N-(α-Cyano-3-phenoxybenzyl)-N-methylpyrrolidinium methylsulfate (5) was prepared from α-(1-pyrrolidinyl)-3-phenoxybenzeneacetonitrile (Example 3) and dimethyl sulfate following essentially the same procedure as that described in Example 2. The product was obtained as a yellow oil. Proton magnetic resonance spectrum (CDCl3 ; ε in ppm): 2.4 (4H, m, pyrrolidine ring β-protons); 3.2 (4H, m, pyrrolidine ring α-protons); 3.2-3.8 (6H, m, N--CH3 and CH3SO4); 6.8 (1H, s, CH); 7.0-7.7 (9H, m, aromatic pro... As a reaction SMILES: Cl[C:2]1[C:7]([O:8][CH3:9])=[C:6]([NH:10][C:11]2[CH:16]=[CH:15][C:14]([Cl:17])=[CH:13][CH:12]=2)[N:5]=[C:4]([C:18]#[N:19])[N:3]=1.[NH:20]1[CH2:25][CH2:24][NH:23][CH2:22][CH2:21]1>O1CCCC1>[Cl:17][C:14]1[CH:15]=[CH:16][C:11]([NH:10][C:6]2[C:7]([O:8][CH3:9])=[C:2]([N:20]3[CH2:25][CH2:24][NH:23][CH2:22][CH2:21]3)[N:3]=[C:4]([C:18]#[N:19])[N:5]=2)=[CH:12][CH:13]=1. The solvent is O1CCCC1 (tetrahydrofuran). The reactants are ClC1=NC(=NC(=C1OC)NC1=CC=C(C=C1)Cl)C#N (4-Chloro-6-[(4-chlorophenyl)amino]-5-methoxypyrimidine-2-carbonitrile), N1CCNCC1 (piperazine). The product is ClC1=CC=C(C=C1)NC1=NC(=NC(=C1OC)N1CCNCC1)C#N (4-[(4-Chlorophenyl)amino]-5-methoxy-6-piperazin-1-ylpyrimidine-2-carbonitrile). Procedure: A solution of the product from step (v) (0.25 g) and piperazine (0.366 g) in tetrahydrofuran (8 ml) was heated at 60° C. for 6 h then the solvent removed under reduced pressure. The residue was purified by RPHPLC 15–75% acetonitrile in aqueous trifluoroacetic acid. Yield 0.139 g Starting materials: C(C)(C)(C)C=1C=C(C=C(C1O)C)CC=CCC1=CC(=C(C(=C1)C)O)C(C)(C)C (1,4-bis(3'-tert-butyl-5'-methyl-4'-hydroxyphenyl)but-2-ene), [H][H] (hydrogen). The reagents and catalysts are [Pd] (Pd/C). Solvent: C(C)(=O)OCC (ethyl acetate). Conditions: time 30 minute. Product: C(C)(C)(C)C=1C=C(C=C(C1O)C)CCCCC1=CC(=C(C(=C1)C)O)C(C)(C)C (1,4-bis(3'-tert-butyl-5'-methyl-4'-hydroxyphenyl)butane). Isolated yield 76.7%. As a reaction SMILES: [C:1]([C:5]1[CH:6]=[C:7]([CH2:13][CH:14]=[CH:15][CH2:16][C:17]2[CH:22]=[C:21]([CH3:23])[C:20]([OH:24])=[C:19]([C:25]([CH3:28])([CH3:27])[CH3:26])[CH:18]=2)[CH:8]=[C:9]([CH3:12])[C:10]=1[OH:11])([CH3:4])([CH3:3])[CH3:2].[H][H]>C(OCC)(=O)C.[Pd]>[C:25]([C:19]1[CH:18]=[C:17]([CH2:16][CH2:15][CH2:14][CH2:13][C:7]2[CH:8]=[C:9]([CH3:12])[C:10]([OH:11])=[C:5]([C:1]([CH3:4])([CH3:3])[CH3:2])[CH:6]=2)[CH:22]=[C:21]([CH3:23])[C:20]=1[OH:24])([CH3:26])([CH3:28])[CH3:27]. Procedure: 8.55 g (22.5 mmol) of 1,4-bis(3'-tert-butyl-5'-methyl-4'-hydroxyphenyl)but-2-ene in 100 ml of ethyl acetate are hydrogenated over 1 g of Pd/C (5%) at room temperature under atmospheric pressure. After 30 minutes, the uptake of hydrogen has ended. The reaction mixture is filtered over Celite and the resulting filtrate is concentrated. Crystallization of the crude product from acetonitrile gives 6.6 g (77% of theory) of 1,4-bis(3'-tert-butyl-5'-methyl-4'-hydroxyphenyl)butane of melting point 106°-... The reactants are C(C)(C)(C)C=1C=C(C(=C(C1)NC(=O)C1=CC2=C(S1)C(=CC=C2)NC(C2=CN=C(C=C2)Cl)=O)OC)N(S(=O)(=O)C)C(=O)C=2C=NC(=CC2)Cl (N-(2-{5-tert-butyl-3-[(6-chloro-pyridine-3-carbonyl)-methanesulfonyl-amino]-2-methoxy-phenylcarbamoyl}-benzo[b]thiophen-7-yl)-6-chloro-nicotinamide), C1(CC1)N (cyclopropylamine). Isolated yield 71.0%. As a reaction SMILES: [C:1]([C:5]1[CH:6]=[C:7]([N:35](C(C2C=NC(Cl)=CC=2)=O)[S:36]([CH3:39])(=[O:38])=[O:37])[C:8]([O:33][CH3:34])=[C:9]([NH:11][C:12]([C:14]2[S:18][C:17]3[C:19]([NH:23][C:24](=[O:32])[C:25]4[CH:30]=[CH:29][C:28](Cl)=[N:27][CH:26]=4)=[CH:20][CH:21]=[CH:22][C:16]=3[CH:15]=2)=[O:13])[CH:10]=1)([CH3:4])([CH3:3])[CH3:2].[CH:49]1([NH2:52])[CH2:51][CH2:50]1>>[C:1]([C:5]1[CH:6]=[C:7]([NH:35][S:36]([CH3:39])(=[O:37])=[O:38])[C:8]([O:33][CH3:34])=[C:9]([NH:11][C:12]([C:14]2[S:18][C:17]3[C:19]([NH:23][C:24](=[O:32])[C:25]4[CH:30]=[CH:29][C:28]([NH:52][CH:49]5[CH2:51][CH2:50]5)=[N:27][CH:26]=4)=[CH:20][CH:21]=[CH:22][C:16]=3[CH:15]=2)=[O:13])[CH:10]=1)([CH3:2])([CH3:4])[CH3:3]. Run at temperature 100 celsius. Yields the product C(C)(C)(C)C=1C=C(C(=C(C1)NC(=O)C1=CC2=C(S1)C(=CC=C2)NC(C2=CN=C(C=C2)NC2CC2)=O)OC)NS(=O)(=O)C (N-[2-(5-tert-Butyl-3-methanesulfonylamino-2-methoxy-phenylcarbamoyl)-benzo[b]thiophen-7-yl]-6-cyclopropylamino-nicotinamide). Procedure details: To N-(2-{5-tert-butyl-3-[(6-chloro-pyridine-3-carbonyl)-methanesulfonyl-amino]-2-methoxy-phenylcarbamoyl}-benzo[b]thiophen-7-yl)-6-chloro-nicotinamide (see Example 1) (33 mg) in a sealed tube was added 200 μL of cyclopropylamine. The reaction was purged with Ar and heated to 100° C. in the sealed tube 12 h. The reaction mixture was cooled to room temperature and diluted with EtOAc, washed by NH4Cl solution, water, and brine. The organics were dried over MgSO4, filtered, concentrated down to give... Starting materials: CC(C)(C)[O-], Cc1ccccc1, CC(C)c1cc(C(C)C)c(-c2ccccc2P(C2CCCCC2)C2CCCCC2)c(C(C)C)c1, CC(Nc1nc(Cl)cc(N2CCN(S(C)(=O)=O)CC2)n1)c1ccc(Cl)cc1, Nc1cnccn1, [Na+]. Yields the product CC(Nc1nc(Nc2cnccn2)cc(N2CCN(S(C)(=O)=O)CC2)n1)c1ccc(Cl)cc1. Reaction SMILES: [CH3:69][C:70]([CH3:71])([O-:72])[CH3:73].[CH3:75][c:76]1[cH:77][cH:78][cH:79][cH:80][cH:81]1.[CH:35]1([P:36]([CH:37]2[CH2:38][CH2:39][CH2:40][CH2:41][CH2:42]2)[c:43]2[cH:44][cH:45][cH:46][cH:47][c:48]2-[c:49]2[c:50]([CH:51]([CH3:52])[CH3:53])[cH:54][c:55]([CH:56]([CH3:57])[CH3:58])[cH:59][c:60]2[CH:61]([CH3:62])[CH3:63])[CH2:64][CH2:65][CH2:66][CH2:67][CH2:68]1.[Cl:1][c:2]1[cH:3][c:4]([N:18]2[CH2:19][CH2:20][N:21]([S:24](=[O:25])(=[O:26])[CH3:27])[CH2:22][CH2:23]2)[n:5][c:6]([NH:8][CH:9]([CH3:10])[c:11]2[cH:12][cH:13][c:14]([Cl:17])[cH:15][cH:16]2)[n:7]1.[NH2:28][c:29]1[n:30][cH:31][cH:32][n:33][cH:34]1.[Na+:74]>>[c:2]1([NH:28][c:29]2[n:30][cH:31][cH:32][n:33][cH:34]2)[cH:3][c:4]([N:18]2[CH2:19][CH2:20][N:21]([S:24](=[O:25])(=[O:26])[CH3:27])[CH2:22][CH2:23]2)[n:5][c:6]([NH:8][CH:9]([CH3:10])[c:11]2[cH:12][cH:13][c:14]([Cl:17])[cH:15][cH:16]2)[n:7]1. The reactants are OC1(CCCBr)OC(COCc2ccccc2)C(OCc2ccccc2)C(OCc2ccccc2)C1OCc1ccccc1, O=C(CC(=O)OCc1ccccc1)OCc1ccccc1, O=C([O-])[O-], [K+], [K+], CN(C)C=O, O. Yields the product O=C(OCc1ccccc1)C(CCCC1(O)OC(COCc2ccccc2)C(OCc2ccccc2)C(OCc2ccccc2)C1OCc1ccccc1)C(=O)OCc1ccccc1. Reaction SMILES: [Br:1][CH2:2][CH2:3][CH2:4][C:5]1([OH:6])[CH:7]([O:8][CH2:9][c:10]2[cH:11][cH:12][cH:13][cH:14][cH:15]2)[CH:16]([O:17][CH2:18][c:19]2[cH:20][cH:21][cH:22][cH:23][cH:24]2)[CH:25]([O:26][CH2:27][c:28]2[cH:29][cH:30][cH:31][cH:32][cH:33]2)[CH:34]([CH2:36][O:37][CH2:38][c:39]2[cH:40][cH:41][cH:42][cH:43][cH:44]2)[O:35]1.[C:45]([CH2:46][C:47](=[O:48])[O:49][CH2:50][c:51]1[cH:52][cH:53][cH:54][cH:55][cH:56]1)(=[O:57])[O:58][CH2:59][c:60]1[cH:61][cH:62][cH:63][cH:64][cH:65]1.[C:66](=[O:67])([O-:68])[O-:69].[K+:70].[K+:71].[O:73]=[CH:74][N:75]([CH3:76])[CH3:77].[OH2:72]>>[CH2:2]([CH2:3][CH2:4][C:5]1([OH:6])[CH:7]([O:8][CH2:9][c:10]2[cH:11][cH:12][cH:13][cH:14][cH:15]2)[CH:16]([O:17][CH2:18][c:19]2[cH:20][cH:21][cH:22][cH:23][cH:24]2)[CH:25]([O:26][CH2:27][c:28]2[cH:29][cH:30][cH:31][cH:32][cH:33]2)[CH:34]([CH2:36][O:37][CH2:38][c:39]2[cH:40][cH:41][cH:42][cH:43][cH:44]2)[O:35]1)[CH:46]([C:45](=[O:57])[O:58][CH2:59][c:60]1[cH:61][cH:62][cH:63][cH:64][cH:65]1)[C:47](=[O:48])[O:49][CH2:50][c:51]1[cH:52][cH:53][cH:54][cH:55][cH:56]1. Reactants: CC=1NC2=CC=C(C=C2C1)N (2-methyl-1H-indol-5-ylamine), N1=CC(=CC=C1)CCNC(=O)C1=CC2=NC=CC(=C2S1)Cl (7-chloro-thieno[3,2-b]pyridine-2-carboxylic acid (2-pyridin-3-yl-ethyl)-amide). RXN SMILES: [CH3:1][C:2]1[NH:3][C:4]2[C:9]([CH:10]=1)=[CH:8][C:7]([NH2:11])=[CH:6][CH:5]=2.[N:12]1[CH:17]=[CH:16][CH:15]=[C:14]([CH2:18][CH2:19][NH:20][C:21]([C:23]2[S:31][C:30]3[C:25](=[N:26][CH:27]=[CH:28][C:29]=3Cl)[CH:24]=2)=[O:22])[CH:13]=1>>[N:12]1[CH:17]=[CH:16][CH:15]=[C:14]([CH2:18][CH2:19][NH:20][C:21]([C:23]2[S:31][C:30]3[C:25](=[N:26][CH:27]=[CH:28][C:29]=3[NH:11][C:7]3[CH:8]=[C:9]4[C:4](=[CH:5][CH:6]=3)[NH:3][C:2]([CH3:1])=[CH:10]4)[CH:24]=2)=[O:22])[CH:13]=1. The product is N1=CC(=CC=C1)CCNC(=O)C1=CC2=NC=CC(=C2S1)NC=1C=C2C=C(NC2=CC1)C (7-(2-Methyl-1H-indol-5-ylamino)-thieno[3,2-b]pyridine-2-carboxylic acid (2-pyridin-3-yl-ethyl)-amide). Procedure details: The title compound was prepared from 2-methyl-1H-indol-5-ylamine and 7-chloro-thieno[3,2-b]pyridine-2-carboxylic acid (2-pyridin-3-yl-ethyl)-amide by a procedure analogous to Example 1C. MS: 428 (MH+); HPLC Rf: 4.34 min.; HPLC purity 99%. Reactants: COC=1C=C2C=CC(=CC2=CC1)C=1OC2=C(C1)C=CC=C2 (2-(6-methoxy-2-naphthyl)-1-benzofuran), C(C)(C)(C)CC(=O)Cl (t-butyl acetyl chloride), [Sn](Cl)(Cl)(Cl)Cl (tin (IV) chloride). Solvent: C(Cl)(Cl)Cl (chloroform). Yields the product COC=1C=C2C=CC(=CC2=CC1)C=1OC2=C(C1C(CC(C)(C)C)=O)C=CC=C2 (1-[2-(6-Methoxy-2-naphthyl)-1-benzofuran-3-yl]-3,3-dimethyl-1-butanone), solid. As a reaction SMILES: [CH3:1][O:2][C:3]1[CH:4]=[C:5]2[C:10](=[CH:11][CH:12]=1)[CH:9]=[C:8]([C:13]1[O:14][C:15]3[CH:21]=[CH:20][CH:19]=[CH:18][C:16]=3[CH:17]=1)[CH:7]=[CH:6]2.[C:22]([CH2:26][C:27](Cl)=[O:28])([CH3:25])([CH3:24])[CH3:23].[Sn](Cl)(Cl)(Cl)Cl>C(Cl)(Cl)Cl>[CH3:1][O:2][C:3]1[CH:4]=[C:5]2[C:10](=[CH:11][CH:12]=1)[CH:9]=[C:8]([C:13]1[O:14][C:15]3[CH:21]=[CH:20][CH:19]=[CH:18][C:16]=3[C:17]=1[C:27](=[O:28])[CH2:26][C:22]([CH3:25])([CH3:24])[CH3:23])[CH:7]=[CH:6]2. Reported procedure: Following the procedure described in Step 2 of Example 1, the title compound was prepared from 2-(6-methoxy-2-naphthyl)-1-benzofuran (3.00 g, 10.9 mmol), t-butyl acetyl chloride (2.3 mL, 16 mmol), and tin (IV) chloride (1.7 mL, 14 mmol) in chloroform (60 mL). The reaction mixture was refluxed for 24 hours. Purification by HPLC using 7-8% ethyl acetate in hexane as the mobile phase yielded a yellow solid (1.09 g), mp ˜140° C. 1HNMR (200 MHz, DMSO-d6): δ8.35 (s, 1H), 7.9-8.1 (m, 3H), 7.7-7.85 (m, ...